Task: describe an organic reaction: reactants, conditions, products, and yield. Dataset: the Open Reaction Database (ORD), a public repository of structured organic reaction records Reactants: COC(=O)Cn1c(C)c(-c2ccnc3c(C)cccc23)c2cc(C#N)ccc21, C1CCOC1, [Li+], [OH-], O. Yields the product Cc1cccc2c(-c3c(C)n(CC(=O)O)c4ccc(C#N)cc34)ccnc12. Reaction SMILES: [C:1](#[N:2])[c:3]1[cH:4][c:5]2[c:6](-[c:18]3[cH:19][cH:20][n:21][c:22]4[c:23]([CH3:28])[cH:24][cH:25][cH:26][c:27]34)[c:7]([CH3:17])[n:8]([CH2:12][C:13](=[O:14])[O:15][CH3:16])[c:9]2[cH:10][cH:11]1.[CH2:31]1[O:32][CH2:33][CH2:34][CH2:35]1.[Li+:29].[OH-:30].[OH2:36]>>[C:1](#[N:2])[c:3]1[cH:4][c:5]2[c:6](-[c:18]3[cH:19][cH:20][n:21][c:22]4[c:23]([CH3:28])[cH:24][cH:25][cH:26][c:27]34)[c:7]([CH3:17])[n:8]([CH2:12][C:13](=[O:14])[OH:15])[c:9]2[cH:10][cH:11]1. The reactants are N#CN (cyanamide), [N+](=O)(O)[O-] (nitric acid), [N+](=O)([O-])[O-].COC=1C=C(C=C(C1OC)OC)NC(=[NH2+])N (3,4,5-trimethoxyphenylguanidinium nitrate), ClC=1C=C(N)C=CC1 (3-chloroaniline). Run in O (water). The product is [N+](=O)([O-])[O-].ClC=1C=C(C=CC1)NC(=[NH2+])N (3-chlorophenylguanidinium nitrate), desired product. Reaction SMILES: [N+:1]([O-:4])([O-:3])=[O:2].CO[C:7]1[CH:8]=[C:9]([NH:17][C:18]([NH2:20])=[NH2+:19])[CH:10]=[C:11](OC)[C:12]=1OC.[Cl:21]C1C=C(C=CC=1)N.N#CN.[N+]([O-])(O)=O>O>[N+:1]([O-:4])([O-:3])=[O:2].[Cl:21][C:7]1[CH:8]=[C:9]([NH:17][C:18]([NH2:20])=[NH2+:19])[CH:10]=[CH:11][CH:12]=1 |f:0.1,6.7|. Reported procedure: The 3-chlorophenylguanidinium nitrate starting material was prepared by the method described for 3,4,5-trimethoxyphenylguanidinium nitrate in Example 1 from 3-chloroaniline (10.35 g, 81.2 mmol), cyanamide (10.2 ml of a 50% w/v solution in water) and concentrated nitric acid (6 ml, 85.3 mmol) to give the desired product as a pale brown solid (12.5 g) m.p. 172-174°. δH (d6DMSO) 9.75 (1H, br s), 7.52 (4H, br s), 7.45 (1H, t, J 7.8 Hz), 7.35-7.29 (2H, m) and 7.21 (1H, d, J 8.0 Hz). Reactants: C(CCC)OCCOC1=CC=C(C=C1)C=1C=CC2=C(C=C(CCN2CC2=C(C=CC=C2)OCC)C(=O)OC)C1 (methyl 7-(4-butoxyethoxyphenyl)-1-(2-ethoxybenzyl)-2,3-dihydro-1-benzazepine-4-carboxylate), Cl (hydrochloric acid), [OH-].[Na+] (sodium hydroxide), O (water). The solvent is O1CCCC1 (tetrahydrofuran), CO (methanol). Run at time 4 day. Product: C(CCC)OCCOC1=CC=C(C=C1)C=1C=CC2=C(C=C(CCN2CC2=C(C=CC=C2)OCC)C(=O)O)C1 (7-(4-butoxyethoxyphenyl)-1-(2-ethoxybenzyl)-2,3-dihydro-1-benzazepine-4-carboxylic acid). Isolated yield 75.9%. RXN SMILES: [CH2:1]([O:5][CH2:6][CH2:7][O:8][C:9]1[CH:14]=[CH:13][C:12]([C:15]2[CH:16]=[CH:17][C:18]3[N:24]([CH2:25][C:26]4[CH:31]=[CH:30][CH:29]=[CH:28][C:27]=4[O:32][CH2:33][CH3:34])[CH2:23][CH2:22][C:21]([C:35]([O:37]C)=[O:36])=[CH:20][C:19]=3[CH:39]=2)=[CH:11][CH:10]=1)[CH2:2][CH2:3][CH3:4].[OH-].[Na+].O.Cl>O1CCCC1.CO>[CH2:1]([O:5][CH2:6][CH2:7][O:8][C:9]1[CH:10]=[CH:11][C:12]([C:15]2[CH:16]=[CH:17][C:18]3[N:24]([CH2:25][C:26]4[CH:31]=[CH:30][CH:29]=[CH:28][C:27]=4[O:32][CH2:33][CH3:34])[CH2:23][CH2:22][C:21]([C:35]([OH:37])=[O:36])=[CH:20][C:19]=3[CH:39]=2)=[CH:13][CH:14]=1)[CH2:2][CH2:3][CH3:4] |f:1.2|. Procedure: To a solution of methyl 7-(4-butoxyethoxyphenyl)-1-(2-ethoxybenzyl)-2,3-dihydro-1-benzazepine-4-carboxylate (402 mg) in a mixture of tetrahydrofuran (24 ml) and methanol (24 ml) was added 1N sodium hydroxide solution (8 ml), and the mixture was stirred at room temperature for 4 days. Then, to the mixture was added water at 0° C., and 1N hydrochloric acid was further added to make acidic (pH=4), and the mixture was extracted with ethyl acetate. The organic layer was washed with water and saturate... Reported procedure: To a stirred solution of ethyl acetoacetate (25 g) in tetrahydrofuran (800 ml) at 0° C. was added LDA (2.0M solution in heptanes/tetrahydrofuran/ethylbenzene) (194 ml). After 40 min the product from step (ii) (39 g) was added dropwise and the mixture was stirred at 0° C. for 1 hour. The reaction mixture was acidified with 2N HCl and the organic phase was concentrated under reduced pressure. The residue was dissolved in diethyl ether and washed with water and saturated brine. The organic phase wa... As a reaction SMILES: [C:1]([O:7][CH2:8][CH3:9])(=[O:6])[CH2:2][C:3]([CH3:5])=[O:4].[Li+].CC([N-]C(C)C)C.Br[CH2:19][C:20]1[CH:25]=[CH:24][CH:23]=[C:22]([CH2:26][CH3:27])[CH:21]=1.Cl>O1CCCC1>[CH2:26]([C:22]1[CH:21]=[C:20]([CH2:19][CH2:5][C:3](=[O:4])[CH2:2][C:1]([O:7][CH2:8][CH3:9])=[O:6])[CH:25]=[CH:24][CH:23]=1)[CH3:27] |f:1.2|. Reaction conditions: temperature 0 celsius, time 1 hour. Solvent: O1CCCC1 (tetrahydrofuran). The product is C(C)C=1C=C(C=CC1)CCC(CC(=O)OCC)=O (5-(3-Ethylphenyl)-3-oxopentanoic acid, ethyl ester). The reactants are C(CC(=O)C)(=O)OCC (ethyl acetoacetate), [Li+].CC(C)[N-]C(C)C (LDA), Cl (HCl), BrCC1=CC(=CC=C1)CC (1-Bromomethyl-3-ethylbenzene). Reaction SMILES: [CH3:55][N:56]([CH2:57][CH2:58][O:59][c:60]1[cH:61][cH:62][c:63]([OH:66])[cH:64][cH:65]1)[CH3:67].[F:1][C:2]([F:3])([F:4])[C:5]([OH:6])=[O:7].[s:8]1[c:9]([NH:17][C:18](=[O:19])[c:20]2[cH:21][cH:22][cH:23][c:24]3[c:29]2[CH2:28][N:27]([c:30]2[s:31][c:32]([CH2:38][CH2:39][CH2:40][O:41][c:42]4[cH:43][cH:44][c:45](-[c:46]5[c:47]([C:48]#[N:49])[cH:50][s:51][cH:52]5)[cH:53][cH:54]4)[c:33]([C:35](=[O:36])[OH:37])[n:34]2)[CH2:26][CH2:25]3)[n:10][c:11]2[c:12]1[cH:13][cH:14][cH:15][cH:16]2>>[s:8]1[c:9]([NH:17][C:18](=[O:19])[c:20]2[cH:21][cH:22][cH:23][c:24]3[c:29]2[CH2:28][N:27]([c:30]2[s:31][c:32]([CH2:38][CH2:39][CH2:40][O:66][c:63]4[cH:62][cH:61][c:60]([O:59][CH2:58][CH2:57][N:56]([CH3:55])[CH3:67])[cH:65][cH:64]4)[c:33]([C:35](=[O:36])[OH:37])[n:34]2)[CH2:26][CH2:25]3)[n:10][c:11]2[c:12]1[cH:13][cH:14][cH:15][cH:16]2. Starting materials: CN(C)CCOc1ccc(O)cc1, O=C(O)C(F)(F)F, N#Cc1cscc1-c1ccc(OCCCc2sc(N3CCc4cccc(C(=O)Nc5nc6ccccc6s5)c4C3)nc2C(=O)O)cc1. Yields the product CN(C)CCOc1ccc(OCCCc2sc(N3CCc4cccc(C(=O)Nc5nc6ccccc6s5)c4C3)nc2C(=O)O)cc1. Starting materials: CC(O)c1ccccc1Sc1ccc2cc(Br)ccc2c1, [Ca+2], ClCCl, [OH-], [OH-], O=C(OO)c1cccc(Cl)c1. Product: CC(O)c1ccccc1S(=O)(=O)c1ccc2cc(Br)ccc2c1. Reaction SMILES: [Br:12][c:13]1[cH:14][c:15]2[cH:16][cH:17][c:18]([S:23][c:24]3[c:25]([CH:30]([CH3:31])[OH:32])[cH:26][cH:27][cH:28][cH:29]3)[cH:19][c:20]2[cH:21][cH:22]1.[Ca+2:34].[Cl:36][CH2:37][Cl:38].[OH-:33].[OH-:35].[OH:1][O:2][C:3]([c:4]1[cH:5][c:6]([Cl:7])[cH:8][cH:9][cH:10]1)=[O:11]>>[Br:12][c:13]1[cH:14][c:15]2[cH:16][cH:17][c:18]([S:23]([c:24]3[c:25]([CH:30]([CH3:31])[OH:32])[cH:26][cH:27][cH:28][cH:29]3)(=[O:33])=[O:35])[cH:19][c:20]2[cH:21][cH:22]1. The reactants are [OH-].[Na+] (Sodium hydroxide), C1(=CC=CC=C1)CS (α-toluenethiol), ClCCN(P(OCCOS(=O)(=O)C1=CC=C(C=C1)Br)(=O)N(CCCl)CCCl)CCCl (2-(4-bromobenzenesulfonyloxy)ethyl tetrakis(2-chloroethyl)phosphorodiamidate), solution, C1(=CC=CC=C1)C (toluene). Solvent: CO (methanol). Reaction conditions: time 5 minute. The product is ClCCN(CCCl)P(=O)(OCCSCC1=CC=CC=C1)N(CCCl)CCCl (α-[[2-[[bis[bis(2-chloroethyl)amino]phosphinyl]oxy]ethyl]thio]toluene). RXN SMILES: [OH-].[Na+].[C:3]1([CH2:9][SH:10])[CH:8]=[CH:7][CH:6]=[CH:5][CH:4]=1.[Cl:11][CH2:12][CH2:13][N:14]([CH2:38][CH2:39][Cl:40])[P:15]([N:31]([CH2:35][CH2:36][Cl:37])[CH2:32][CH2:33][Cl:34])(=[O:30])[O:16][CH2:17][CH2:18]OS(C1C=CC(Br)=CC=1)(=O)=O.C1(C)C=CC=CC=1>CO>[Cl:37][CH2:36][CH2:35][N:31]([P:15]([N:14]([CH2:13][CH2:12][Cl:11])[CH2:38][CH2:39][Cl:40])([O:16][CH2:17][CH2:18][S:10][CH2:9][C:3]1[CH:8]=[CH:7][CH:6]=[CH:5][CH:4]=1)=[O:30])[CH2:32][CH2:33][Cl:34] |f:0.1|. Procedure: Sodium hydroxide, 6.4 g (161 mmol), was dissolved in 100 mL methanol under nitrogen at room temperature, and α-toluenethiol, 9.52 mL (10 g, 80.5 mmol), was added. After the resulting mixture was stirred for 5 minutes, 2-(4-bromobenzenesulfonyloxy)ethyl tetrakis(2-chloroethyl)phosphorodiamidate, 80.5 mL of 1 M solution in toluene (80.5 mmol), was added with stirring. A precipitate formed within 1 minute of the addition, and stirring was continued. Analysis of the reaction after 2 hours showed tha...